The task is: describe an organic reaction: reactants, conditions, products, and yield. This data is from the Open Reaction Database (ORD), a public repository of structured organic reaction records. Starting materials: NC1=NC2=CC=C(C=C2C(=C1C#N)Cl)N1CCOCC1 (2-amino-3-cyano-4-chloro-6-(morpholin-4-yl)quinoline), C(C1=CC=CC=C1)N (benzylamine). Run in O (water). The product is NC1=NC2=CC=C(C=C2C(=C1C#N)NCC1=CC=CC=C1)N1CCOCC1 (2-Amino-3-cyano-4-benzylamino-6-(morpholin-4-yl)quinoline). As a reaction SMILES: [NH2:1][C:2]1[C:11]([C:12]#[N:13])=[C:10](Cl)[C:9]2[C:4](=[CH:5][CH:6]=[C:7]([N:15]3[CH2:20][CH2:19][O:18][CH2:17][CH2:16]3)[CH:8]=2)[N:3]=1.[CH2:21]([NH2:28])[C:22]1[CH:27]=[CH:26][CH:25]=[CH:24][CH:23]=1>O>[NH2:1][C:2]1[C:11]([C:12]#[N:13])=[C:10]([NH:28][CH2:21][C:22]2[CH:27]=[CH:26][CH:25]=[CH:24][CH:23]=2)[C:9]2[C:4](=[CH:5][CH:6]=[C:7]([N:15]3[CH2:20][CH2:19][O:18][CH2:17][CH2:16]3)[CH:8]=2)[N:3]=1. Procedure: 3 g of 2-amino-3-cyano-4-chloro-6-(morpholin-4-yl)quinoline and 6 mL of benzylamine are stirred at 125° C. for 3 hours. The reaction mixture is poured onto 30 mL of water. The precipitated material is filtered off, washed with 20 mL of water. After drying 2.3 g of the title compound is obtained, m.p.: 202° C. The reactants are O[C@@H](C(=O)N)C ((2R)-2-hydroxypropanamide), F[B-](F)(F)F.C(C)[O+](CC)CC (triethyloxonium tetrafluoroborate), NC=1C(=C2C(=NC1)C=CS2)N[C@H]2CC[C@H](CC2)C#N (cis-4-[(6-aminothieno[3,2-b]pyridin-7-yl)amino]cyclohexanecarbonitrile). The solvent is O1CCCC1 (tetrahydrofuran), C(C)O (ethanol). Reaction conditions: time 15 minute. Product: O[C@H](C)C1=NC=2C(=C3C(=NC2)C=CS3)N1[C@H]1CC[C@H](CC1)C#N (cis-4-{2-[(1R)-1-Hydroxyethyl]-1H-imidazo[4,5-d]thieno[3,2-b]pyridin-1-yl}cyclohexanecarbonitrile). The yield is 2.8%. As a reaction SMILES: [OH:1][C@H:2]([CH3:6])[C:3]([NH2:5])=O.F[B-](F)(F)F.C([O+](CC)CC)C.N[C:20]1[C:21]([NH:29][C@@H:30]2[CH2:35][CH2:34][C@H:33]([C:36]#[N:37])[CH2:32][CH2:31]2)=[C:22]2[S:28][CH:27]=[CH:26][C:23]2=[N:24][CH:25]=1>O1CCCC1.C(O)C>[OH:1][C@@H:2]([C:3]1[N:29]([C@@H:30]2[CH2:31][CH2:32][C@H:33]([C:36]#[N:37])[CH2:34][CH2:35]2)[C:21]2=[C:22]3[S:28][CH:27]=[CH:26][C:23]3=[N:24][CH:25]=[C:20]2[N:5]=1)[CH3:6] |f:1.2|. Reported procedure: A mixture of (2R)-2-hydroxypropanamide (40 mg, 0.4 mmol) and triethyloxonium tetrafluoroborate (89 mg, 0.47 mmol) in tetrahydrofuran (0.4 mL) became a solution after stirring for 15 min. After another 45 min, this solution was added to a mixture of cis-4-[(6-aminothieno[3,2-b]pyridin-7-yl)amino]cyclohexanecarbonitrile (32 mg, 0.12 mmol) in ethanol (0.74 mL) and heated at reflux overnight. The resulting mixture was purified on RP-HPLC (XBridge C18 column, eluting with a gradient of acetonitrile/w... Starting materials: COC(C1=C(N=C(C=C1OC(C)C)OC(C)C)N)=O (2-amino-4,6-diisopropoxy-nicotinic acid methyl ester), [OH-].[Li+] (lithium hydroxide). The solvent is CO (methanol), O (water). Conditions: temperature 50 celsius. The product is NC1=C(C(=O)O)C(=CC(=N1)OC(C)C)OC(C)C (2-amino-4,6-diisopropoxy-nicotinic acid). RXN SMILES: C[O:2][C:3](=[O:19])[C:4]1[C:9]([O:10][CH:11]([CH3:13])[CH3:12])=[CH:8][C:7]([O:14][CH:15]([CH3:17])[CH3:16])=[N:6][C:5]=1[NH2:18].[OH-].[Li+]>CO.O>[NH2:18][C:5]1[N:6]=[C:7]([O:14][CH:15]([CH3:16])[CH3:17])[CH:8]=[C:9]([O:10][CH:11]([CH3:13])[CH3:12])[C:4]=1[C:3]([OH:19])=[O:2] |f:1.2|. Procedure details: To the solution of 2-amino-4,6-diisopropoxy-nicotinic acid methyl ester (1.6 g, 5.97 mmol) in methanol (9.0 mL) and water (1.0 mL), was added lithium hydroxide (750 mg, 17.91 mmol). The reaction mixture was heated to 50° C. for 8 hours. The solvent was removed; the residue was diluted with water and neutralized with 2 N HCl. The product was extracted with ethyl acetate (3×100 mL). The combined organic layer was washed with water, then brine, dried over Na2SO4, and evaporated, to give crude 2-ami... Starting materials: O.NCC1=CC=C(C=C1)NC1=NNC2=NC=NC(=C21)NC2=CC(=CC=C2)Cl (3-(4-aminomethyl-phenylamino)-4-(3chloro-phenylamino)-1H-pyrazolo[3,4-d]pyrimidine hydrate), CN=C=S (methyl isothiocyanate). Solvent: C1CCOC1 (THF). Reaction conditions: temperature 20 celsius, time 15 hour. The product is ClC=1C=C(C=CC1)NC1=C2C(=NC=N1)NN=C2NC2=CC=C(C=C2)CNC(=S)NC (4-(3-chloro-phenylamino)-3-[4-(methylamino-thiocarbonylamino-methyl)phenylamino]-1H-pyrazolo[3,4-d]pyrimidine). RXN SMILES: O.[NH2:2][CH2:3][C:4]1[CH:9]=[CH:8][C:7]([NH:10][C:11]2[C:19]3[C:14](=[N:15][CH:16]=[N:17][C:18]=3[NH:20][C:21]3[CH:26]=[CH:25][CH:24]=[C:23]([Cl:27])[CH:22]=3)[NH:13][N:12]=2)=[CH:6][CH:5]=1.[CH3:28][N:29]=[C:30]=[S:31]>C1COCC1>[Cl:27][C:23]1[CH:22]=[C:21]([NH:20][C:18]2[N:17]=[CH:16][N:15]=[C:14]3[NH:13][N:12]=[C:11]([NH:10][C:7]4[CH:8]=[CH:9][C:4]([CH2:3][NH:2][C:30]([NH:29][CH3:28])=[S:31])=[CH:5][CH:6]=4)[C:19]=23)[CH:26]=[CH:25][CH:24]=1 |f:0.1|. Procedure details: A mixture of 150 mg (0.391 mmol) of 3-(4-aminomethyl-phenylamino)-4-(3chloro-phenylamino)-1H-pyrazolo[3,4-d]pyrimidine hydrate (see Step 77.5), 31.4 mg (0.429 mmol) of methyl isothiocyanate and 5 ml of THF is stirred at 20° C. for 15 hours. Concentration to a volume of about 1 ml, addition of 5 ml of diethyl ether to the concentrate and filtration yield 4-(3-chloro-phenylamino)-3-[4-(methylamino-thiocarbonylamino-methyl)phenylamino]-1H-pyrazolo[3,4-d]pyrimidine having a water content of 1.22%; m... The reactants are C(CCC)C/1=CN(S\C1=N/C(=O)[C@]1(C([C@H](CC1)C(=O)O)(C)C)C)C(C)(C)C ((1S,3R)-3-({[(5Z)-4-butyl-2-tert-butylisothiazol-5(2H)-ylidene]amino}carbonyl)-2,2,3-trimethylcyclopentanecarboxylic acid), Cl.CNC (dimethylamine hydrochloride). Yields the product C(CCC)C/1=CN(S\C1=N/C(=O)[C@]1(C([C@H](CC1)C(=O)N(C)C)(C)C)C)C(C)(C)C ((1R,3S)—N1-[(5Z)-4-butyl-2-tert-butylisothiazol-5(2H)-ylidene]-N3,N3,1,2,2-pentamethylcyclopentane-1,3-dicarboxamide). As a reaction SMILES: [CH2:1]([C:5]1=[CH:6][N:7]([C:24]([CH3:27])([CH3:26])[CH3:25])[S:8]/[C:9]/1=[N:10]\[C:11]([C@:13]1([CH3:23])[CH2:17][CH2:16][C@H:15]([C:18]([OH:20])=O)[C:14]1([CH3:22])[CH3:21])=[O:12])[CH2:2][CH2:3][CH3:4].Cl.[CH3:29][NH:30][CH3:31]>>[CH2:1]([C:5]1=[CH:6][N:7]([C:24]([CH3:27])([CH3:26])[CH3:25])[S:8]/[C:9]/1=[N:10]\[C:11]([C@:13]1([CH3:23])[CH2:17][CH2:16][C@H:15]([C:18]([N:30]([CH3:31])[CH3:29])=[O:20])[C:14]1([CH3:21])[CH3:22])=[O:12])[CH2:2][CH2:3][CH3:4] |f:1.2|. Procedure details: The product from Example 173 and dimethylamine hydrochloride (Aldrich) were processed using the method described in Example 178 to afford the title compound. 1H NMR (DMSO-d6) δ 0.49 (s, 3H), 0.90 (t, J=7.3 Hz, 3H), 1.25 (s, 3H), 1.26 (s, 3H), 1.28-1.33 (m, 2H), 1.37-1.46 (m, 1H), 1.57 (s, 9H), 1.57-1.70 (m, 3H), 2.01-2.10 (m, 1H), 2.62-2.67 (m, 2H), 2.74-2.83 (m, 1H), 2.83 (s, 3H), 3.05 (s, 3H), 3.33-3.39 (m, 1H), 8.50 (s, 1H). MS (ESI+) m/z 422 (M+H)+. Anal. calcd. for C23H39N3O2S: C, 65.52; H,... Starting materials: O=c1oc2ccccc2n1C1CCNCC1, CCc1ccc2c(c1)C(=O)N(CCCCO)S2(=O)=O. The product is CCc1ccc2c(c1)C(=O)N(CCCCN1CCC(n3c(=O)oc4ccccc43)CC1)S2(=O)=O. As a reaction SMILES: [O:1]=[c:2]1[o:3][c:4]2[c:5]([n:6]1[CH:7]1[CH2:8][CH2:9][NH:10][CH2:11][CH2:12]1)[cH:13][cH:14][cH:15][cH:16]2.[OH:17][CH2:18][CH2:19][CH2:20][CH2:21][N:22]1[S:23](=[O:34])(=[O:35])[c:24]2[c:25]([cH:28][c:29]([CH2:32][CH3:33])[cH:30][cH:31]2)[C:26]1=[O:27]>>[O:1]=[c:2]1[o:3][c:4]2[c:5]([n:6]1[CH:7]1[CH2:8][CH2:9][N:10]([CH2:18][CH2:19][CH2:20][CH2:21][N:22]3[S:23](=[O:34])(=[O:35])[c:24]4[c:25]([cH:28][c:29]([CH2:32][CH3:33])[cH:30][cH:31]4)[C:26]3=[O:27])[CH2:11][CH2:12]1)[cH:13][cH:14][cH:15][cH:16]2. The solvent is C(Cl)Cl (methylene chloride). Reactants: C([O-])(O)=O.[Na+] (sodium bicarbonate), solution, OC(CC1=CC=NC=C1)C1=CC=C(C2=C1CC(O2)(C)C)OC (4-[1-Hydroxy-2-(4-pyridyl)ethyl]-7-methoxy-2,2-dimethyl-2,3-dihydrobenzofuran), C(C)[SiH](CC)CC (triethylsilane). Yield: 58.1%. Run at temperature 0 celsius, time 2 hour. The product is COC1=CC=C(C=2CC(OC21)(C)C)CCC2=CC=NC=C2 (7-Methoxy-2,2-dimethyl-4-[2-(4-pyridyl)ethyl]-2,3-dihydrobenzofuran). Procedure: Under an argon atmosphere, a solution (7 ml) of Compound 46a (0.2 g) obtained in Step A in methylene chloride was cooled to −78° C., and then boron trifluoride ether complex (0.17 ml) and triethylsilane (0.33 ml) were successively added thereto, followed by stirring at 0° C. for 2 hours. The reaction solution was poured into a saturated aqueous solution of sodium bicarbonate and the mixture was extracted with chloroform. The organic layer was washed with a saturated saline and dried over anhydro... Reaction SMILES: O[CH:2]([C:10]1[C:15]2[CH2:16][C:17]([CH3:20])([CH3:19])[O:18][C:14]=2[C:13]([O:21][CH3:22])=[CH:12][CH:11]=1)[CH2:3][C:4]1[CH:9]=[CH:8][N:7]=[CH:6][CH:5]=1.C([SiH](CC)CC)C.C(=O)(O)[O-].[Na+]>C(Cl)Cl>[CH3:22][O:21][C:13]1[C:14]2[O:18][C:17]([CH3:20])([CH3:19])[CH2:16][C:15]=2[C:10]([CH2:2][CH2:3][C:4]2[CH:9]=[CH:8][N:7]=[CH:6][CH:5]=2)=[CH:11][CH:12]=1 |f:2.3|. The reactants are FC1=C(C(=O)N(C2CCN(CC2)C)C2=C(C=CC=C2)O)C=CC=C1 (2-fluoro-N-(2-hydroxyphenyl)-N-(1-methyl-piperidin-4-yl)benzamide), [H-].[Na+] (sodium hydride). Solvent: CN(C=O)C (dimethylformamide). Conditions: time 18 hour. Product: CN1CCC(CC1)N1C2=C(OC3=C(C1=O)C=CC=C3)C=CC=C2 (10-(1-Methyl-piperidin-4-yl)-dibenz[b,f][1,4]oxazepin-11(10H)-one). RXN SMILES: F[C:2]1[CH:24]=[CH:23][CH:22]=[CH:21][C:3]=1[C:4]([N:6]([C:14]1[CH:19]=[CH:18][CH:17]=[CH:16][C:15]=1[OH:20])[CH:7]1[CH2:12][CH2:11][N:10]([CH3:13])[CH2:9][CH2:8]1)=[O:5].[H-].[Na+]>CN(C)C=O>[CH3:13][N:10]1[CH2:11][CH2:12][CH:7]([N:6]2[C:4](=[O:5])[C:3]3[CH:21]=[CH:22][CH:23]=[CH:24][C:2]=3[O:20][C:15]3[CH:16]=[CH:17][CH:18]=[CH:19][C:14]2=3)[CH2:8][CH2:9]1 |f:1.2|. Reported procedure: A mixture of 5.3 g 2-fluoro-N-(2-hydroxyphenyl)-N-(1-methyl-piperidin-4-yl)benzamide, 1.1 g of a 55% sodium hydride/oil dispersion and 80 ml dimethylformamide are stirred at 80° for 18 hours. The reaction mixture is worked up as in Example 1(b) to give the heading compound, m.p. 173°-174.5°. Starting materials: CCO, O=c1[nH]c2c(Cl)cc(C(F)(F)F)c([N+](=O)[O-])c2[nH]c1=O, Cl[Sn]Cl. The product is Nc1c(C(F)(F)F)cc(Cl)c2[nH]c(=O)c(=O)[nH]c12. RXN SMILES: [CH3:24][CH2:25][OH:26].[Cl:1][c:2]1[c:3]2[nH:4][c:5](=[O:20])[c:6](=[O:19])[nH:7][c:8]2[c:9]([N+:16]([O-:17])=[O:18])[c:10]([C:12]([F:13])([F:14])[F:15])[cH:11]1.[Sn:21]([Cl:22])[Cl:23]>>[Cl:1][c:2]1[c:3]2[nH:4][c:5](=[O:20])[c:6](=[O:19])[nH:7][c:8]2[c:9]([NH2:16])[c:10]([C:12]([F:13])([F:14])[F:15])[cH:11]1. Reactants: CSC1=C(C=C(S1)C(=O)OC)C=1N=C(SC1)NC1=CC=C(C=C1)OCC1=CC=CC=C1 (Methyl 5-methylthio-4-(2-{[4-(phenylmethoxy)phenyl]amino}(1,3-thiazol-4-yl))thiophene-2-carboxylate), BrCC(=O)C=1C=C(SC1C)C(=S)OC (Methyl 4-(2-bromoacetyl)-5-methylthiothiophene-2-carboxylate), C(C1=CC=CC=C1)OC1=CC=C(C=C1)NC(=S)N (4-benzyloxyphenyl thiourea). Product: Br.C1(=CC=CC=C1)COC1=CC=C(C=C1)NC=1SC=C(N1)C=1C=C(SC1C)C(=S)OC (methyl 4-(2-{[4-phenylmethoxyphenyl]amino}(1,3-thiazol-4-yl))-5-methylthiothiophene-2-carboxylate hydrobromide). The yield is 76.0%. As a reaction SMILES: CSC1SC(C(OC)=O)=CC=1C1[N:13]=[C:14]([NH:17][C:18]2[CH:23]=[CH:22][C:21]([O:24][CH2:25][C:26]3[CH:31]=[CH:30][CH:29]=[CH:28][CH:27]=3)=[CH:20][CH:19]=2)[S:15]C=1.[Br:32][CH2:33][C:34]([C:36]1[CH:37]=[C:38]([C:42]([O:44][CH3:45])=[S:43])[S:39][C:40]=1[CH3:41])=O.C(OC1C=CC(NC(N)=S)=CC=1)C1C=CC=CC=1>>[BrH:32].[C:26]1([CH2:25][O:24][C:21]2[CH:22]=[CH:23][C:18]([NH:17][C:14]3[S:15][CH:33]=[C:34]([C:36]4[CH:37]=[C:38]([C:42]([O:44][CH3:45])=[S:43])[S:39][C:40]=4[CH3:41])[N:13]=3)=[CH:19][CH:20]=2)[CH:27]=[CH:28][CH:29]=[CH:30][CH:31]=1 |f:3.4|. Reported procedure: Methyl 5-methylthio-4-(2-{[4-(phenylmethoxy)phenyl]amino}(1,3-thiazol-4-yl))thiophene-2-carboxylate: Methyl 4-(2-bromoacetyl)-5-methylthiothiophene-2-carboxylate (336.3 mg, 1.08 mmol) was allowed to react with 4-benzyloxyphenyl thiourea (279 mg) as described in Example 154, step (a) to give 450 mg (76% yield) of methyl 4-(2-{[4-phenylmethoxyphenyl]amino}(1,3-thiazol-4-yl))-5-methylthiothiophene-2-carboxylate hydrobromide. Mass Spectrum (ESI) m/z calcd. for C23H20N2O3S3, 468.61 (M+H), found 469.2...